From a dataset of the Open Reaction Database (ORD), a public repository of structured organic reaction records. describe an organic reaction: reactants, conditions, products, and yield Reactants: CC(=O)[O-], CCO, Cl, N#CC(=NO)c1cccnc1, NO, [Na+]. Yields the product NC(=NO)C(=NO)c1cccnc1. As a reaction SMILES: [CH3:16][C:17](=[O:18])[O-:19].[CH3:20][CH2:21][OH:22].[ClH:12].[N:1]([OH:2])=[C:3]([C:4]#[N:5])[c:6]1[cH:7][n:8][cH:9][cH:10][cH:11]1.[NH2:13][OH:14].[Na+:15]>>[N:1]([OH:2])=[C:3]([C:4]([NH2:5])=[N:13][OH:14])[c:6]1[cH:7][n:8][cH:9][cH:10][cH:11]1. The reactants are CCc1ccc(S(=O)(=O)Cl)cc1, N#Cc1ccc(-c2cncc(N)c2)cc1Cl, c1ccncc1. Yields the product CCc1ccc(S(=O)(=O)Nc2cncc(-c3ccc(C#N)c(Cl)c3)c2)cc1. As a reaction SMILES: [CH2:17]([CH3:18])[c:19]1[cH:20][cH:21][c:22]([S:25](=[O:26])(=[O:27])[Cl:28])[cH:23][cH:24]1.[NH2:1][c:2]1[cH:3][c:4](-[c:8]2[cH:9][c:10]([Cl:16])[c:11]([C:12]#[N:13])[cH:14][cH:15]2)[cH:5][n:6][cH:7]1.[cH:29]1[cH:30][cH:31][n:32][cH:33][cH:34]1>>[NH:1]([c:2]1[cH:3][c:4](-[c:8]2[cH:9][c:10]([Cl:16])[c:11]([C:12]#[N:13])[cH:14][cH:15]2)[cH:5][n:6][cH:7]1)[S:25]([c:22]1[cH:21][cH:20][c:19]([CH2:17][CH3:18])[cH:24][cH:23]1)(=[O:26])=[O:27].